This data is from the Open Reaction Database (ORD), a public repository of structured organic reaction records. The task is: describe an organic reaction: reactants, conditions, products, and yield Starting materials: [H-].[Na+] (NaH), O (water), CC1(C=2C=CC(=CC2C(CC1)(C)C)NC1=NC=C(C=N1)C(=O)OCC)C (Ethyl 2-[N-(5,6,7,8-tetrahydro-5,5,8,8-tetramethylnaphthalene-2-yl)amino]-pyrimidine-5-carboxylate), C(CC)I (n-propyl iodide). The solvent is CN(C)C=O (DMF), CN(C)C=O (DMF). Product: C(CC)N(C1=CC=2C(CCC(C2C=C1)(C)C)(C)C)C1=NC=C(C=N1)C(=O)OCC (ethyl 2-[N-n-propyl-N-(5,6,7,8-tetrahydro-5,5,8,8-tetramethylnaphthalene-2-yl)amino]pyrimidine-5-carboxylate). Yield: 63.0%. As a reaction SMILES: [CH3:1][C:2]1([CH3:26])[CH2:11][CH2:10][C:9]([CH3:13])([CH3:12])[C:8]2[CH:7]=[C:6]([NH:14][C:15]3[N:20]=[CH:19][C:18]([C:21]([O:23][CH2:24][CH3:25])=[O:22])=[CH:17][N:16]=3)[CH:5]=[CH:4][C:3]1=2.[H-].[Na+].[CH2:29](I)[CH2:30][CH3:31].O>CN(C=O)C>[CH2:29]([N:14]([C:15]1[N:16]=[CH:17][C:18]([C:21]([O:23][CH2:24][CH3:25])=[O:22])=[CH:19][N:20]=1)[C:6]1[CH:5]=[CH:4][C:3]2[C:2]([CH3:26])([CH3:1])[CH2:11][CH2:10][C:9]([CH3:12])([CH3:13])[C:8]=2[CH:7]=1)[CH2:30][CH3:31] |f:1.2|. Reported procedure: Ethyl 2-[N-(5,6,7,8-tetrahydro-5,5,8,8-tetramethylnaphthalene-2-yl)amino]-pyrimidine-5-carboxylate (165 mg) was dissolved in dry DMF (3 ml), and the solution was added with a suspension of NaH (130 mg) in DMF (2 ml). Then, the mixture was added with n-propyl iodide (0.5 ml) and stirred. After the disappearance of the materials was observed with TLC, the reaction mixture was poured into water, and extracted with CH2Cl2. The organic layer was dried over Na2SO4, and the solvent was evaporated. The ... Reactants: FC1=C2C=C(NC2=C(C=C1)F)C=O (4,7-Difluoroindole-2-carboxaldehyde), C(C)(=O)OCC (ethyl acetate). Product: FC1=C2C=C(NC2=C(C=C1)F)C(=O)OCC (Ethyl 4,7-difluoroindole-2-carboxylate). Reaction SMILES: [F:1][C:2]1[CH:10]=[CH:9][C:8]([F:11])=[C:7]2[C:3]=1[CH:4]=[C:5]([CH:12]=[O:13])[NH:6]2.[C:14](OCC)(=[O:16])[CH3:15]>>[F:1][C:2]1[CH:10]=[CH:9][C:8]([F:11])=[C:7]2[C:3]=1[CH:4]=[C:5]([C:12]([O:16][CH2:14][CH3:15])=[O:13])[NH:6]2. Reported procedure: The cooled mixture was dissolved in ethyl acetate, washed with sodium bicarbonate and brine, dried and evaporated. Chromatography on silica gel (1:1 dichloromethane/petrol) followed by recrystallization (dichloromethane/hexane) gave the indole ester (0.75 g). (f) 4,7-Difluoroindole-2-carboxaldehyde